Task: describe an organic reaction: reactants, conditions, products, and yield. Dataset: the Open Reaction Database (ORD), a public repository of structured organic reaction records Procedure details: The procedure used is that of GENERAL PROCEDURE III except that 2-bromooctane is used as compound (1) in step (a), formaldehyde is used in place of ethylene oxide in step (b), y=1, and propyl bromide is used in place of methyl iodide in step (h). Starting materials: BrC(C)CCCCCC (2-bromooctane), C(CC)Br (propyl bromide), CC(CCCCCCCCC(=O)O)CCC (10-Methyltridecanoic Acid), C=O (formaldehyde). Product: C(CC)C(C(=O)O)CCCC(CCCCCC)C (2-Propyl-6-methyldodecanoic Acid). RXN SMILES: Br[CH:2]([CH2:4]CCCCC)[CH3:3].C[CH:11]([CH2:23][CH2:24]C)[CH2:12][CH2:13][CH2:14][CH2:15][CH2:16][CH2:17][CH2:18][CH2:19][C:20]([OH:22])=[O:21].C=O.[CH2:28](Br)CC>>[CH2:3]([CH:19]([CH2:18][CH2:17][CH2:16][CH:15]([CH3:28])[CH2:14][CH2:13][CH2:12][CH2:11][CH2:23][CH3:24])[C:20]([OH:22])=[O:21])[CH2:2][CH3:4]. Reactants: NCCCN1C(=NC=2C(=NC=3C=CC=CC3C21)N)CCCC (1-(3-aminopropyl)-2-butyl-1H-imidazo[4,5-c]quinolin-4-amine), C(CC)N=C=S (propyl isothiocyanate). Yields the product NC1=NC=2C=CC=CC2C2=C1N=C(N2CCCNC(=S)NCCC)CCCC (N-[3-(4-amino-2-butyl-1H-imidazo[4,5-c]quinolin-1-yl)propyl]-N′-propylthiourea). Yield: 66.7%. Reaction SMILES: [NH2:1][CH2:2][CH2:3][CH2:4][N:5]1[C:17]2[C:16]3[CH:15]=[CH:14][CH:13]=[CH:12][C:11]=3[N:10]=[C:9]([NH2:18])[C:8]=2[N:7]=[C:6]1[CH2:19][CH2:20][CH2:21][CH3:22].[CH2:23]([N:26]=[C:27]=[S:28])[CH2:24][CH3:25]>>[NH2:18][C:9]1[C:8]2[N:7]=[C:6]([CH2:19][CH2:20][CH2:21][CH3:22])[N:5]([CH2:4][CH2:3][CH2:2][NH:1][C:27]([NH:26][CH2:23][CH2:24][CH3:25])=[S:28])[C:17]=2[C:16]2[CH:15]=[CH:14][CH:13]=[CH:12][C:11]=2[N:10]=1. Procedure details: Using the general method of Example 150, 1-(3-aminopropyl)-2-butyl-1H-imidazo[4,5-c]quinolin-4-amine (1.5 g, 5.04 mmol) was reacted with propyl isothiocyanate (560 mg, 5.55 mmol) to provide 1.34 g of N-[3-(4-amino-2-butyl-1H-imidazo[4,5-c]quinolin-1-yl)propyl]-N′-propylthiourea as a crystalline solid, m.p. 144.5-145.5° C. Analysis: Calculated for C21H30N6S. 0.56 H2O: %C, 61.72; %H, 7.68; %N, 20.56; Found: %C, 61.72; %H, 7.67; %N, 20.56. Reactants: FC1=CC=C(C=C1)C(C1=CC=C(C=C1)F)Cl (bis-(4-fluorophenyl)methyl chloride), C(CC(O)(C(=O)O)CC(=O)O)(=O)O (citric acid), C1(CC1)CN1CC2CNCC(C1)C2(C)C (3-cyclopropylmethyl-9,9-dimethyl-3,7-diazabicyclo[3,3,1]nonane), [NH2-].[Li+] (lithium amide). Run in CN(C=O)C (dimethylformamide), CN(C=O)C (dimethylformamide). Conditions: temperature 60 celsius, time 4 hour. Yields the product FC1=CC=C(C=C1)C(N1CC2CN(CC(C1)C2(C)C)CC2CC2)C2=CC=C(C=C2)F (7-[bis-(4-fluorophenyl)methyl]-3-cyclopropylmethyl-9,9-dimethyl-3,7diazabicyclo[3,3,1]nonane). The yield is 84.1%. RXN SMILES: [CH:1]1([CH2:4][N:5]2[CH2:12][CH:11]3[C:13]([CH3:15])([CH3:14])[CH:7]([CH2:8][NH:9][CH2:10]3)[CH2:6]2)[CH2:3][CH2:2]1.[NH2-].[Li+].[F:18][C:19]1[CH:24]=[CH:23][C:22]([CH:25](Cl)[C:26]2[CH:31]=[CH:30][C:29]([F:32])=[CH:28][CH:27]=2)=[CH:21][CH:20]=1.C(O)(=O)CC(CC(O)=O)(C(O)=O)O>CN(C)C=O>[F:18][C:19]1[CH:20]=[CH:21][C:22]([CH:25]([C:26]2[CH:31]=[CH:30][C:29]([F:32])=[CH:28][CH:27]=2)[N:9]2[CH2:8][CH:7]3[C:13]([CH3:15])([CH3:14])[CH:11]([CH2:12][N:5]([CH2:4][CH:1]4[CH2:2][CH2:3]4)[CH2:6]3)[CH2:10]2)=[CH:23][CH:24]=1 |f:1.2|. Reported procedure: 3.5 g 3-cyclopropylmethyl-9,9-dimethyl-3,7-diazabicyclo[3,3,1]nonane were dissolved in 25 ml dimethylformamide, and 0.8 g lithium amide were added to the solution. The reaction mixture was then maintained at a temperature of 60° C. for one hour and subsequently allowed to cool. After cooling, a solution of 8 g bis-(4-fluorophenyl)methyl chloride in 10 ml dimethylformamide was added in drops, and the reaction mixture was stirred for a further 4 hours at 40° C. Then aqueous citric acid solution wa... Solvent: ClCCl (dichloromethane). Run at time 180 minute. Product: ClC=1C=C(C=NC1Cl)N1CCN(CCC1)C(=O)OC(C)(C)C (1-(5,6-Dichloro-3-pyridyl)-4-tert-butoxycarbonylhomopiperazine). As a reaction SMILES: [Cl:1][C:2]1[CH:3]=[C:4]([N:8]2[CH2:14][CH2:13][CH2:12][N:11]([C:15]([O:17][C:18]([CH3:21])([CH3:20])[CH3:19])=[O:16])[CH2:10][CH2:9]2)[CH:5]=[N:6][CH:7]=1.[Cl:22]N1C(C)(C)C(=O)N(Cl)C1=O>ClCCl>[Cl:1][C:2]1[CH:3]=[C:4]([N:8]2[CH2:14][CH2:13][CH2:12][N:11]([C:15]([O:17][C:18]([CH3:21])([CH3:20])[CH3:19])=[O:16])[CH2:10][CH2:9]2)[CH:5]=[N:6][C:7]=1[Cl:22]. Reactants: ClC=1C=C(C=NC1)N1CCN(CCC1)C(=O)OC(C)(C)C (1-(5-chloro-3-pyridyl)-4-tert-butoxycarbonylhomopiperazine), ClN1C(=O)N(C(=O)C1(C)C)Cl (1,3-dichloro-5,5-dimethylhydantoin). Procedure details: A mixture of 1-(5-chloro-3-pyridyl)-4-tert-butoxycarbonylhomopiperazine (1.56, 5.0 mmol), 1,3-dichloro-5,5-dimethylhydantoin (0.985 g, 5.0 mmol) and dichloromethane (50 ml) was stirred for 180 minutes. The crude mixture was evaporated and purified by chromatography on silica gel using ethyl acetate:petroleum (3:1) as solvent. Yield 0.46 g, 27%.